From a dataset of the Open Reaction Database (ORD), a public repository of structured organic reaction records. describe an organic reaction: reactants, conditions, products, and yield Starting materials: [N+](=O)(O)[O-] (nitric acid), ice water, COC(CN(CC(=O)OC)C1=C(C=C(C=C1)F)OCCOC1=C(C=CC=C1)NC(C(=O)OC)C(=O)OC)=O (((2-(2-(2-(Bis-methoxycarbonylmethyl-amino)-phenoxy)-ethoxy)-4-fluoro-phenyl)-methoxycabonylmethyl-amino)-acetic acid methyl ester), S(O)(O)(=O)=O (sulfuric acid). Solvent: C(C)(=O)O (acetic acid), C(C)(=O)O (acetic acid). Conditions: temperature 30 celsius. Product: COC(CN(CC(=O)OC)C1=C(C=C(C=C1)F)OCCOC1=C(C=CC(=C1)[N+](=O)[O-])NC(C(=O)OC)C(=O)OC)=O (((2-(2-(2-(Bis-methoxycarbonylmethyl-amino)-5-nitro-phenoxy)-ethoxy)-4-fluoro-phenyl)-methoxycabonylmethyl-amino)-acetic acid methyl ester). RXN SMILES: [CH3:1][O:2][C:3](=[O:38])[CH2:4][N:5]([C:11]1[CH:16]=[CH:15][C:14]([F:17])=[CH:13][C:12]=1[O:18][CH2:19][CH2:20][O:21][C:22]1[CH:27]=[CH:26][CH:25]=[CH:24][C:23]=1[NH:28][CH:29]([C:34]([O:36][CH3:37])=[O:35])[C:30]([O:32][CH3:33])=[O:31])[CH2:6][C:7]([O:9][CH3:10])=[O:8].[N+:39]([O-])([OH:41])=[O:40].S(=O)(=O)(O)O>C(O)(=O)C>[CH3:1][O:2][C:3](=[O:38])[CH2:4][N:5]([C:11]1[CH:16]=[CH:15][C:14]([F:17])=[CH:13][C:12]=1[O:18][CH2:19][CH2:20][O:21][C:22]1[CH:27]=[C:26]([N+:39]([O-:41])=[O:40])[CH:25]=[CH:24][C:23]=1[NH:28][CH:29]([C:34]([O:36][CH3:37])=[O:35])[C:30]([O:32][CH3:33])=[O:31])[CH2:6][C:7]([O:9][CH3:10])=[O:8]. Procedure: 2.5 g ((2-(2-(2-(Bis-methoxycarbonylmethyl-amino)-phenoxy)-ethoxy)-4-fluoro-phenyl)-methoxycabonylmethyl-amino)-acetic acid methyl ester were dissolved in 30 ml glacial acetic acid. Under vigorous stirring 4.54 ml 1 molar nitric acid in glacial acetic acid was added and in a second step 11.35 ml of concentrated sulfuric acid was added. The temperature increased up to 30° C. The reaction mixture was directly poured in a 250 ml ice/water mixture. The residue was filtered off, washed several times ... Starting materials: C1CCNC1, CC(=O)O, Cc1ccccc1, C=CC1(CCC(C)=O)Cc2cc(OCC(=O)OC)c(Cl)c(Cl)c2C1=O. The product is C=CC12CCC(=O)C=C1c1c(cc(OCC(=O)OC)c(Cl)c1Cl)C2. RXN SMILES: [CH2:26]1[CH2:27][NH:28][CH2:29][CH2:30]1.[CH3:31][C:32](=[O:33])[OH:34].[CH3:35][c:36]1[cH:37][cH:38][cH:39][cH:40][cH:41]1.[Cl:1][c:2]1[c:3]([O:20][CH2:21][C:22](=[O:23])[O:24][CH3:25])[cH:4][c:5]2[c:9]([c:10]1[Cl:11])[C:8](=[O:12])[C:7]([CH:13]=[CH2:14])([CH2:15][CH2:16][C:17]([CH3:18])=[O:19])[CH2:6]2>>[Cl:1][c:2]1[c:3]([O:20][CH2:21][C:22](=[O:23])[O:24][CH3:25])[cH:4][c:5]2[c:9]([c:10]1[Cl:11])[C:8]1=[CH:18][C:17](=[O:19])[CH2:16][CH2:15][C:7]1([CH:13]=[CH2:14])[CH2:6]2. Starting materials: ClC=1C=C(C(=NC1)N)F (5-chloro-3-fluoropyridin-2-amine), OO (hydrogen peroxide). Run in C(C)(=O)O (acetic acid). Yields the product NC1=[N+](C=C(C=C1F)Cl)[O-] (2-Amino-5-chloro-3-fluoropyridine 1-oxide). Reaction SMILES: [Cl:1][C:2]1[CH:3]=[C:4]([F:9])[C:5]([NH2:8])=[N:6][CH:7]=1.[OH:10]O>C(O)(=O)C>[NH2:8][C:5]1[C:4]([F:9])=[CH:3][C:2]([Cl:1])=[CH:7][N+:6]=1[O-:10]. Reported procedure: The title compound was prepared following the procedure described for Intermediate-40 using 5-chloro-3-fluoropyridin-2-amine (0.500 g, 3.42 mmol), acetic acid (5.0 mL) and 50% hydrogen peroxide (2.0 mL) to afford 0.450 g of the desired product. 1HNMR (DMSO-d6): δ 7.14 (s, 2H), 7.55 (d, J=10.8 Hz, 1H), 8.25 (s, 1H). Starting materials: C([C@@H](O)C1=CC=CC=C1)(=O)OCC (ethyl (S)-(+)-mandelate), N1C=NC=C1 (imidazole), [Si](C)(C)(C(C)(C)C)Cl (t-butyldimethylsilyl chloride). Solvent: CN(C=O)C (dimethylformamide), CN(C=O)C (dimethylformamide). Product: [Si](C)(C)(C(C)(C)C)O[C@H](C(=O)OCC)C1=CC=CC=C1 (Ethyl (S)-α-(t-butyldimethylsilyloxy)-α-phenylacetate). RXN SMILES: [C:1]([O:11][CH2:12][CH3:13])(=[O:10])[C@H:2]([C:4]1[CH:9]=[CH:8][CH:7]=[CH:6][CH:5]=1)[OH:3].N1C=CN=C1.[Si:19](Cl)([C:22]([CH3:25])([CH3:24])[CH3:23])([CH3:21])[CH3:20]>CN(C)C=O>[Si:19]([O:3][C@@H:2]([C:4]1[CH:9]=[CH:8][CH:7]=[CH:6][CH:5]=1)[C:1]([O:11][CH2:12][CH3:13])=[O:10])([C:22]([CH3:25])([CH3:24])[CH3:23])([CH3:21])[CH3:20]. Procedure: Following a procedure similar to that described in Preparation 23, but using 23.8 g of ethyl (S)-(+)-mandelate, 26.6 g of imidazole, 400 ml of dimethylformamide, 30.1 g of t-butyldimethylsilyl chloride and 100 ml of dimethylformamide, the title compound was obtained as a liquid, boiling at 125.5°/3.0 mmHg (400 Pa). [α]D23 +40.9° (c=1.02, chloroform). Reactants: C(C)(C)(C)OC(=O)N1C(C2=CC=C(C=C2CC1)OC)C(=O)O (2-(tert-butoxycarbonyl)-6-methoxy-1,2,3,4-tetrahydroisoquinoline-1-carboxylic acid), FC=1C=C(N)C=C(C1C(COC)(C)C)F (3,5-difluoro-4-(1-methoxy-2-methylpropan-2-yl)aniline), CCN(C(C)C)C(C)C (DIEA), C(CC)P1(OP(OP(O1)(=O)CCC)(=O)CCC)=O (T3P). The reagents and catalysts are CN(C)C=1C=CN=CC1 (DMAP). Solvent: C(C)(=O)OCC (ethyl acetate), O (water). Run at temperature 60 celsius, time 8 hour. Product: FC=1C=C(C=C(C1C(COC)(C)C)F)NC(=O)C1N(CCC2=CC(=CC=C12)OC)C(=O)OC(C)(C)C (tert-butyl 1-((3,5-difluoro-4-(1-methoxy-2-methylpropan-2-yl)phenyl)carbamoyl)-6-methoxy-3,4-dihydroisoquinoline-2(1H)-carboxylate). The yield is 40.0%. Reaction SMILES: [C:1]([O:5][C:6]([N:8]1[CH2:17][CH2:16][C:15]2[C:10](=[CH:11][CH:12]=[C:13]([O:18][CH3:19])[CH:14]=2)[CH:9]1[C:20](O)=[O:21])=[O:7])([CH3:4])([CH3:3])[CH3:2].[F:23][C:24]1[CH:25]=[C:26]([CH:28]=[C:29]([F:37])[C:30]=1[C:31]([CH3:36])([CH3:35])[CH2:32][O:33][CH3:34])[NH2:27].CCN(C(C)C)C(C)C.C(P1(=O)OP(CCC)(=O)OP(CCC)(=O)O1)CC>CN(C1C=CN=CC=1)C.C(OCC)(=O)C.O>[F:23][C:24]1[CH:25]=[C:26]([NH:27][C:20]([CH:9]2[C:10]3[C:15](=[CH:14][C:13]([O:18][CH3:19])=[CH:12][CH:11]=3)[CH2:16][CH2:17][N:8]2[C:6]([O:5][C:1]([CH3:4])([CH3:3])[CH3:2])=[O:7])=[O:21])[CH:28]=[C:29]([F:37])[C:30]=1[C:31]([CH3:35])([CH3:36])[CH2:32][O:33][CH3:34]. Procedure details: To a solution of 2-(tert-butoxycarbonyl)-6-methoxy-1,2,3,4-tetrahydroisoquinoline-1-carboxylic acid (671 mg, 2.18 mmol), 3,5-difluoro-4-(1-methoxy-2-methylpropan-2-yl)aniline (470 mg, 2.18 mmol), DIEA (1.907 mL, 10.92 mmol) and DMAP (267 mg, 2.18 mmol) in ethyl acetate (30 mL) was added T3P (3.85 mL, 6.55 mmol) at room temperature, and the mixture was stirred overnight at 60° C. To the reaction mixture was added water, and the mixture was extracted with ethyl acetate. The organic layer was washe...